From a dataset of the Open Reaction Database (ORD), a public repository of structured organic reaction records. describe an organic reaction: reactants, conditions, products, and yield The reactants are COCCOc1ccc(OCC2CO2)cc1, CC(C)O, [K+], [K+], NCCNC(=O)N1CCOCC1, O=S(=O)([O-])[O-], O=C([O-])[O-]. The product is COCCOc1ccc(OCC(O)CNCCNC(=O)N2CCOCC2)cc1. As a reaction SMILES: [CH3:1][O:2][CH2:3][CH2:4][O:5][c:6]1[cH:7][cH:8][c:9]([O:10][CH2:11][CH:12]2[CH2:13][O:14]2)[cH:15][cH:16]1.[CH3:40][CH:41]([OH:42])[CH3:43].[K+:34].[K+:35].[NH2:22][CH2:23][CH2:24][NH:25][C:26](=[O:27])[N:28]1[CH2:29][CH2:30][O:31][CH2:32][CH2:33]1.[O-:17][S:18](=[O:19])(=[O:20])[O-:21].[O-:36][C:37]([O-:38])=[O:39]>>[CH3:1][O:2][CH2:3][CH2:4][O:5][c:6]1[cH:7][cH:8][c:9]([O:10][CH2:11][CH:12]([CH2:13][NH:22][CH2:23][CH2:24][NH:25][C:26](=[O:27])[N:28]2[CH2:29][CH2:30][O:31][CH2:32][CH2:33]2)[OH:14])[cH:15][cH:16]1.